From a dataset of the Open Reaction Database (ORD), a public repository of structured organic reaction records. describe an organic reaction: reactants, conditions, products, and yield The reactants are COCCN(C=1C(=C(C=CC1)C1=CC=C(C=C1)C(F)(F)F)C)CC1=CC(=C(OCC(=O)OCC)C=C1)C (ethyl [4-({(2-methoxyethyl)[2-methyl-4′-(trifluoromethyl)-1,1′-biphenyl-3-yl]amino}methyl)-2-methylphenoxy]acetate), [OH-].[Na+] (NaOH), resultant solution. Solvent: C1CCOC1 (THF), CO (MeOH). Yields the product COCCN(C=1C(=C(C=CC1)C1=CC=C(C=C1)C(F)(F)F)C)CC1=CC(=C(OCC(=O)O)C=C1)C ([4-({(2-Methoxyethyl)[2-methyl-4′-(trifluoromethyl)-1,1′-biphenyl-3-yl]amino}methyl)-2-methylphenoxy]acetic acid). The yield is 95.8%. As a reaction SMILES: [CH3:1][O:2][CH2:3][CH2:4][N:5]([CH2:23][C:24]1[CH:36]=[CH:35][C:27]([O:28][CH2:29][C:30]([O:32]CC)=[O:31])=[C:26]([CH3:37])[CH:25]=1)[C:6]1[C:7]([CH3:22])=[C:8]([C:12]2[CH:17]=[CH:16][C:15]([C:18]([F:21])([F:20])[F:19])=[CH:14][CH:13]=2)[CH:9]=[CH:10][CH:11]=1.[OH-].[Na+]>C1COCC1.CO>[CH3:1][O:2][CH2:3][CH2:4][N:5]([CH2:23][C:24]1[CH:36]=[CH:35][C:27]([O:28][CH2:29][C:30]([OH:32])=[O:31])=[C:26]([CH3:37])[CH:25]=1)[C:6]1[C:7]([CH3:22])=[C:8]([C:12]2[CH:13]=[CH:14][C:15]([C:18]([F:21])([F:20])[F:19])=[CH:16][CH:17]=2)[CH:9]=[CH:10][CH:11]=1 |f:1.2|. Procedure: To a solution of ethyl [4-({(2-methoxyethyl)[2-methyl-4′-(trifluoromethyl)-1,1′-biphenyl-3-yl]amino}methyl)-2-methylphenoxy]acetate (500 mg, 0.97 mmol) in THF (6 mL) and MeOH (6 mL) was added NaOH (2M; 3 mL) and the resultant solution stirred for 2 h at room temperature. The mixture was concentrated in vacuo, acidified with 2M HCl and extracted with CH2Cl2. The organic solution was dried (Na2SO4) and the solvent removed in vacuo to afford the title compound as a colourless oil (453 mg). Reactants: C(CCC)[Li] (n-butyllithium), C(CCC)NC(C(=C)C)=O (methacrylic acid butylamide), [Cl-].[NH4+] (ammonium chloride), C(C)(C)(C)OC(=O)N[C@H](C=O)C[C@@H](CCO[Si](C(C)C)(C(C)C)C(C)C)C (2(S)-tert-butoxycarbonylamino-4(S)-methyl-6-triisopropylsilyloxyhexanal). The reagents and catalysts are Cl[Ti](OC(C)C)(OC(C)C)OC(C)C (chlorotriisopropyloxytitanium). Solvent: CCCCCC (hexane), CCCCCC (hexane), O1CCCC1 (tetrahydrofuran), O1CCCC1 (tetrahydrofuran). Run at temperature 0 celsius, time 30 minute. Product: C(CCC)NC(C(C[C@@H]([C@H](C[C@@H](CCO[Si](C(C)C)(C(C)C)C(C)C)C)NC(=O)OC(C)(C)C)O)=C)=O (5(S)-Tert-butoxycarbonylamino-4(S)-hydroxy-7(S)-methyl-2-methylene-9-triisopropylsilyloxynonanoic acid (N-butyl)amide). RXN SMILES: C([Li])CCC.[CH2:6]([NH:10][C:11](=[O:15])[C:12]([CH3:14])=[CH2:13])[CH2:7][CH2:8][CH3:9].[C:16]([O:20][C:21]([NH:23][C@@H:24]([CH2:27][C@H:28]([CH3:42])[CH2:29][CH2:30][O:31][Si:32]([CH:39]([CH3:41])[CH3:40])([CH:36]([CH3:38])[CH3:37])[CH:33]([CH3:35])[CH3:34])[CH:25]=[O:26])=[O:22])([CH3:19])([CH3:18])[CH3:17].[Cl-].[NH4+]>CCCCCC.O1CCCC1.Cl[Ti](OC(C)C)(OC(C)C)OC(C)C>[CH2:6]([NH:10][C:11](=[O:15])[C:12](=[CH2:14])[CH2:13][C@H:25]([OH:26])[C@@H:24]([NH:23][C:21]([O:20][C:16]([CH3:19])([CH3:18])[CH3:17])=[O:22])[CH2:27][C@H:28]([CH3:42])[CH2:29][CH2:30][O:31][Si:32]([CH:36]([CH3:37])[CH3:38])([CH:39]([CH3:40])[CH3:41])[CH:33]([CH3:35])[CH3:34])[CH2:7][CH2:8][CH3:9] |f:3.4|. Reported procedure: 23.9 ml of a 1.6M n-butyllithium solution in hexane are added to a solution of 2.7 g of methacrylic acid butylamide in 80 ml of tetrahydrofuran at -75° C. under argon in the course of 30 min. The reaction mixture is then stirred at 0° C. for 30 min. After cooling to -75° C., 29.0 ml of a 1.0M chlorotriisopropyloxytitanium solution in hexane is added dropwise to the clear solution in the course of 30 min, the dark-coloured reaction mixture is stirred at -75° C. for a further 15 min, and a solutio...